This data is from the Open Reaction Database (ORD), a public repository of structured organic reaction records. The task is: describe an organic reaction: reactants, conditions, products, and yield The reactants are O[C@@H]1CC[C@H](CC1)N1C=NC(=C1C1=NC(=NC=C1)SC(C)C)C1=CC=C(C=C1)F (trans-1-(4-Hydroxycyclohexyl)-4-(4-fluorophenyl)-5-[(2-propylthio)pyrimidin-4-yl]imidazole), CO (MeOH), OOS(=O)[O-].[K+] (Oxone). Run at time 14 hour. The product is O[C@@H]1CC[C@H](CC1)N1C=NC(=C1C1=NC(=NC=C1)OC)C1=CC=C(C=C1)F (trans-1-(4-Hydroxycyclohexyl)-4-(4-fluorophenyl)-5-[(2-methoxy)pyrimidin-4-yl]imidazole). The yield is 62.0%. Reaction SMILES: [OH:1][C@H:2]1[CH2:7][CH2:6][C@H:5]([N:8]2[C:12]([C:13]3[CH:18]=[CH:17][N:16]=[C:15](SC(C)C)[N:14]=3)=[C:11]([C:23]3[CH:28]=[CH:27][C:26]([F:29])=[CH:25][CH:24]=3)[N:10]=[CH:9]2)[CH2:4][CH2:3]1.OOS([O-])=O.[K+].[CH3:36][OH:37]>>[OH:1][C@H:2]1[CH2:7][CH2:6][C@H:5]([N:8]2[C:12]([C:13]3[CH:18]=[CH:17][N:16]=[C:15]([O:37][CH3:36])[N:14]=3)=[C:11]([C:23]3[CH:24]=[CH:25][C:26]([F:29])=[CH:27][CH:28]=3)[N:10]=[CH:9]2)[CH2:4][CH2:3]1 |f:1.2|. Procedure details: The product of step (b) above, (10.8 g, 26.2 mmol) was dissolved in 43 mL of MeOH and Oxone™ (12.1 g, 19.6 mmol) was added and the resulting suspension was stirred at room temperature for 4-24 h. After HPLC confirmed that no starting material remained, the remaining Oxone™ salts were removed by filtration of the suspension through a Buchner funnel. A NaOMe/MeOH solution (25%, 16 mL) was added to the solution until the pH was about 12. After 20 min, HPLC confirmed that the reaction was complete a... Reactants: CN(C=1C=C(C=CC1)C1=C(SC=2N=C(C=C(C21)N)C)CC)C (3-[3-(dimethylamino)phenyl]-2-ethyl-6-methylthieno[2,3-b]pyridin-4-amine), C(=O)(C(F)(F)F)O (TFA), ClC1=CC=C(C=C1)S(=O)(=O)Cl (4-chlorobenzenesulfonyl chloride). Yields the product FC(C(=O)O)(F)F.ClC1=CC=C(C=C1)S(=O)(=O)NC1=C2C(=NC(=C1)C)SC(=C2C2=CC(=CC=C2)N(C)C)CC (4-Chloro-N-{3-[3-(dimethylamino)phenyl]-2-ethyl-6-methylthieno[2,3-b]pyridin-4-yl}benzenesulfonamide trifluoroacetate). Reaction SMILES: [CH3:1][N:2]([CH3:22])[C:3]1[CH:4]=[C:5]([C:9]2[C:17]3[C:16]([NH2:18])=[CH:15][C:14]([CH3:19])=[N:13][C:12]=3[S:11][C:10]=2[CH2:20][CH3:21])[CH:6]=[CH:7][CH:8]=1.[Cl:23][C:24]1[CH:29]=[CH:28][C:27]([S:30](Cl)(=[O:32])=[O:31])=[CH:26][CH:25]=1.[C:34]([OH:40])([C:36]([F:39])([F:38])[F:37])=[O:35]>>[F:37][C:36]([F:39])([F:38])[C:34]([OH:40])=[O:35].[Cl:23][C:24]1[CH:29]=[CH:28][C:27]([S:30]([NH:18][C:16]2[CH:15]=[C:14]([CH3:19])[N:13]=[C:12]3[S:11][C:10]([CH2:20][CH3:21])=[C:9]([C:5]4[CH:6]=[CH:7][CH:8]=[C:3]([N:2]([CH3:22])[CH3:1])[CH:4]=4)[C:17]=23)(=[O:32])=[O:31])=[CH:26][CH:25]=1 |f:3.4|. Procedure: Following general method outlined in Example 1, starting from 3-[3-(dimethylamino)phenyl]-2-ethyl-6-methylthieno[2,3-b]pyridin-4-amine (60 mg, 0.193 mmol) (Description 29) and 4-chlorobenzenesulfonyl chloride (81 mg, 0.385 mmol), the title compound (7.1 mg) was isolated as a TFA salt. LCMS (B) m/z: 486 [M+1]+, Rt 3.03 min. Reactants: C(C)(=O)N1C(C(C2=CC(=C(C=C12)OC)OC)=C(C1=CC=CC=C1)OCC)=O (1-acetyl-3-(1-ethoxy-1-phenyl-methylidene)-5,6-dimethoxy-2-indolinone), C(CC)(=O)N(C1=CC=C(C=C1)N)CCCN(C)C (N-propionyl-N-(3-dimethylamino-propyl)-p-phenylenediamine). Product: C(CC)(=O)N(CCCN(C)C)C1=CC=C(N\C(\C2=CC=CC=C2)=C\2/C(NC3=CC(=C(C=C23)OC)OC)=O)C=C1 (3-(Z)-(1-{4-[N-propionyl-N-(3-dimethylamino-propyl)-amino]-anilino}-1-phenyl-methylidene)-5,6-dimethoxy-2-indolinone). RXN SMILES: C([N:4]1[C:12]2[C:7](=[CH:8][C:9]([O:15][CH3:16])=[C:10]([O:13][CH3:14])[CH:11]=2)[C:6](=[C:17](OCC)[C:18]2[CH:23]=[CH:22][CH:21]=[CH:20][CH:19]=2)[C:5]1=[O:27])(=O)C.[C:28]([N:32]([CH2:40][CH2:41][CH2:42][N:43]([CH3:45])[CH3:44])[C:33]1[CH:38]=[CH:37][C:36]([NH2:39])=[CH:35][CH:34]=1)(=[O:31])[CH2:29][CH3:30]>>[C:28]([N:32]([C:33]1[CH:38]=[CH:37][C:36]([NH:39]/[C:17](=[C:6]2\[C:5](=[O:27])[NH:4][C:12]3[C:7]\2=[CH:8][C:9]([O:15][CH3:16])=[C:10]([O:13][CH3:14])[CH:11]=3)/[C:18]2[CH:19]=[CH:20][CH:21]=[CH:22][CH:23]=2)=[CH:35][CH:34]=1)[CH2:40][CH2:41][CH2:42][N:43]([CH3:44])[CH3:45])(=[O:31])[CH2:29][CH3:30]. Reported procedure: Prepared from 1-acetyl-3-(1-ethoxy-1-phenyl-methylidene)-5,6-dimethoxy-2-indolinone and N-propionyl-N-(3-dimethylamino-propyl)-p-phenylenediamine Reactants: ClC1=CC(=NC2=CC=C(C=C12)Cl)C (4,6-Dichloro-2-methylquinoline), C1(=CC=CC=C1)C1CNCC1 (3-phenylpyrrolidine). Solvent: C(C)OCCO (2-ethoxy-ethanol), O (water). Yields the product ClC=1C=C2C(=CC(=NC2=CC1)C)N1CC(CC1)C1=CC=CC=C1 (6-Chloro-2-methyl-4-(3-phenylpyrrolidin-1-yl)quinoline). RXN SMILES: Cl[C:2]1[C:11]2[C:6](=[CH:7][CH:8]=[C:9]([Cl:12])[CH:10]=2)[N:5]=[C:4]([CH3:13])[CH:3]=1.[C:14]1([CH:20]2[CH2:24][CH2:23][NH:22][CH2:21]2)[CH:19]=[CH:18][CH:17]=[CH:16][CH:15]=1>C(OCCO)C.O>[Cl:12][C:9]1[CH:10]=[C:11]2[C:6](=[CH:7][CH:8]=1)[N:5]=[C:4]([CH3:13])[CH:3]=[C:2]2[N:22]1[CH2:23][CH2:24][CH:20]([C:14]2[CH:19]=[CH:18][CH:17]=[CH:16][CH:15]=2)[CH2:21]1. Reported procedure: 4,6-Dichloro-2-methylquinoline (0.1 g) and 3-phenylpyrrolidine (0.15 g) in 2-ethoxy-ethanol (1.5 mL) was heated in a microwave at 240° C. for 10 minutes. The mixture was diluted with water and extracted with ethyl acetate, washed with water, dried (MgSO4), filtered and evaporated. The residue was purified by chromatography on silica, eluting with a mixture of methanol and dichloromethane. Evaporation of the desired fractions gave the title compound as a white solid. The reactants are FC=1C=CC(=C(CCl)C1)OCOC (5-fluoro-2-methoxymethoxybenzyl chloride), C1(=CC=CC=C1)P(C1=CC=CC=C1)C1=CC=CC=C1 (triphenylphosphine). The solvent is C1(=CC=CC=C1)C (toluene). The product is [Cl-].FC=1C=CC(=C(C[P+](C2=CC=CC=C2)(C2=CC=CC=C2)C2=CC=CC=C2)C1)OCOC (5-Fluoro-2-methoxymethoxybenzyltriphenylphosphonium chloride). Isolated yield 69.6%. RXN SMILES: [F:1][C:2]1[CH:3]=[CH:4][C:5]([O:10][CH2:11][O:12][CH3:13])=[C:6]([CH:9]=1)[CH2:7][Cl:8].[C:14]1([P:20]([C:27]2[CH:32]=[CH:31][CH:30]=[CH:29][CH:28]=2)[C:21]2[CH:26]=[CH:25][CH:24]=[CH:23][CH:22]=2)[CH:19]=[CH:18][CH:17]=[CH:16][CH:15]=1>C1(C)C=CC=CC=1>[Cl-:8].[F:1][C:2]1[CH:3]=[CH:4][C:5]([O:10][CH2:11][O:12][CH3:13])=[C:6]([CH:9]=1)[CH2:7][P+:20]([C:21]1[CH:22]=[CH:23][CH:24]=[CH:25][CH:26]=1)([C:27]1[CH:32]=[CH:31][CH:30]=[CH:29][CH:28]=1)[C:14]1[CH:15]=[CH:16][CH:17]=[CH:18][CH:19]=1 |f:3.4|. Procedure: 3.25 g of 5-fluoro-2-methoxymethoxybenzyl chloride [prepared as described in step (c) above] were dissolved in 50 ml of toluene, and then 6.25 g of triphenylphosphine were added to the resulting solution. The resulting mixture was then heated under reflux for 6 hours. At the end of this time, the reaction solution was cooled. The resulting crystals were collected by filtration, and dried in vacuo, to give 5.16 g (yield 70%) of the title compound. Separately, the filtrate was concentrated by evap... The reactants are NC=1N=C(C(=NC1Br)C=1C=CC(N(N1)C(C)C)=O)C1=CC=CC=C1 (6-(5-amino-6-bromo-3-phenyl-2-pyrazinyl)-2-isopropyl-3(2H)-pyridazinone), NCCNC(C)=O (N-(2-aminoethyl)acetamide), O (water). The solvent is C(Cl)(Cl)Cl (CHCl3), 1,2-dimethyl-2-imidazolidinone, CC(=O)C (acetone). Run at temperature 122.5 celsius. Product: NC=1C(=NC(=C(N1)C1=CC=CC=C1)C1=NN(C(C=C1)=O)C(C)C)NCCNC(C)=O (N-(2-{[3-amino-6-(1-isopropyl-6-oxo-1,6-dihydro-3-pyridazinyl)-5-phenyl-2-pyrazinyl]amino}ethyl)acetamide). RXN SMILES: [NH2:1][C:2]1[N:3]=[C:4]([C:19]2[CH:24]=[CH:23][CH:22]=[CH:21][CH:20]=2)[C:5]([C:9]2[CH:10]=[CH:11][C:12](=[O:18])[N:13]([CH:15]([CH3:17])[CH3:16])[N:14]=2)=[N:6][C:7]=1Br.[NH2:25][CH2:26][CH2:27][NH:28][C:29](=[O:31])[CH3:30].O>C(Cl)(Cl)Cl.CC(C)=O>[NH2:1][C:2]1[C:7]([NH:25][CH2:26][CH2:27][NH:28][C:29](=[O:31])[CH3:30])=[N:6][C:5]([C:9]2[CH:10]=[CH:11][C:12](=[O:18])[N:13]([CH:15]([CH3:17])[CH3:16])[N:14]=2)=[C:4]([C:19]2[CH:24]=[CH:23][CH:22]=[CH:21][CH:20]=2)[N:3]=1. Reported procedure: A mixture of 6-(5-amino-6-bromo-3-phenyl-2-pyrazinyl)-2-isopropyl-3(2H)-pyridazinone (150 mg) and N-(2-aminoethyl)acetamide (0.112 ml) in 1,2-dimethyl-2-imidazolidinone (0.3 ml) was heated at 120-125° C. for 50 hours. After addition of water (3 ml), an aqueous layer was removed by decantation to give a residue. The residue was dissolved in CHCl3, dried over MgSO4, concentrated under reduced pressure and purified by column chromatography on silica gel eluting with a mixture of MeOH and EtOAc (3:9... Starting materials: C(C)(C)(C)OC(NCC1=C(C=CC=C1)CC(N([C@H](CN1CCCC1)C1=CC=CC=C1)C)=O)=O ([2-({methyl-[1-(S)-phenyl-2-pyrrolidin-1-yl-ethyl]-carbamoyl}-methyl)-benzyl]-carbamic acid tert-butyl ester), Cl (hydrochloric acid). Solvent: CO (methanol), CCOCC (ether). Run at time 8 hour. Product: Cl.Cl.NCC1=C(C=CC=C1)CC(=O)N([C@H](CN1CCCC1)C1=CC=CC=C1)C (2-(2-aminomethyl-phenyl)-N-methyl-N-[1-(S)-phenyl-2-pyrrolidin-1-yl-ethyl]-acetamide dihydrochloride). RXN SMILES: C(OC(=O)[NH:7][CH2:8][C:9]1[CH:14]=[CH:13][CH:12]=[CH:11][C:10]=1[CH2:15][C:16](=[O:32])[N:17]([CH3:31])[C@@H:18]([C:25]1[CH:30]=[CH:29][CH:28]=[CH:27][CH:26]=1)[CH2:19][N:20]1[CH2:24][CH2:23][CH2:22][CH2:21]1)(C)(C)C.[ClH:34]>CO.CCOCC>[ClH:34].[ClH:34].[NH2:7][CH2:8][C:9]1[CH:14]=[CH:13][CH:12]=[CH:11][C:10]=1[CH2:15][C:16]([N:17]([CH3:31])[C@@H:18]([C:25]1[CH:30]=[CH:29][CH:28]=[CH:27][CH:26]=1)[CH2:19][N:20]1[CH2:24][CH2:23][CH2:22][CH2:21]1)=[O:32] |f:4.5.6|. Procedure: To a stirring solution of 7a in methanol (0.1 M) at 0° C. was added a solution of hydrochloric acid (5.5 eq) in ether (2.0 M). The reaction was stirred at room temperature overnight. The methanol was removed under reduced pressure and the resulting crystals were triturated with ether, filtered off and dried to afford a white solid. (99%) 1H NMR (400 MHz, DMSO-d6) δ 10.91 (br s, 1H), 8.21 (br s, 2H), 7.26-7.54 (m, 9H), 6.15 (m, 1H), 3.79-4.32 (m, 9H), 3.65 (m, 2H), 3.54 (m, 1H), 3.16 (m, 3H), 2.9... Starting materials: OC1(C=2N(CCC3=C1C=CC=C3)C=CC2)CCCN(C)C (11-hydroxy-11-(3-dimethylaminopropyl)-6,11-dihydro-5H-pyrrolo[2,1-b][3]benzazepine). The solvent is C(Cl)(Cl)Cl (chloroform). Run at time 5 minute. The product is CN(CCC=C1C=2N(CCC3=C1C=CC=C3)C=CC2)C (6,11-dihydro-11-(3-dimethylaminopropylidene)-5H-pyrrolo[2,1-b][3]benzazepine). RXN SMILES: O[C:2]1([CH2:16][CH2:17][CH2:18][N:19]([CH3:21])[CH3:20])[C:8]2[CH:9]=[CH:10][CH:11]=[CH:12][C:7]=2[CH2:6][CH2:5][N:4]2[CH:13]=[CH:14][CH:15]=[C:3]12>C(Cl)(Cl)Cl>[CH3:21][N:19]([CH3:20])[CH2:18][CH2:17][CH:16]=[C:2]1[C:8]2[CH:9]=[CH:10][CH:11]=[CH:12][C:7]=2[CH2:6][CH2:5][N:4]2[CH:13]=[CH:14][CH:15]=[C:3]12. Reported procedure: Hydrogen chloride gas is bubbled through a solution of 4.8 gm. (0.017 moles) of 11-hydroxy-11-(3-dimethylaminopropyl)-6,11-dihydro-5H-pyrrolo[2,1-b][3]benzazepine in 70 ml. of chloroform at 0° C. for 5 minutes. The resulting dark mixture is stirred for an additional 5 minutes, and then washed with 6M NaOH to provide, after evaporation of the chloroform, 4.3 g. of 11-(3-dimethylaminopropylidene)-6,11-dihydro-5H-pyrrolo[2,1-b][3]benzazepine as an oil. It is converted to a crystalline oxalate by ad...